This data is from the Open Reaction Database (ORD), a public repository of structured organic reaction records. The task is: describe an organic reaction: reactants, conditions, products, and yield Starting materials: C([C@@H]1[C@H]([C@@H]([C@H]([C@H](O1)O[C@@H]2[C@H](O[C@H]([C@@H]([C@H]2O)O)O)CO)O)O)O)O (maltose). Run in O (water). The product is C([C@@H]1[C@H]([C@@H]([C@H]([C@H](O1)O[C@@H]2[C@H](O[C@H]([C@@H]([C@H]2O)O)O)CO)O)O)O)O (maltose), C([C@@H]1[C@H]([C@@H]([C@H]([C@H](O1)O[C@@H]2[C@H](O[C@H]([C@@H]([C@H]2O)O)O)CO)O)O)O)O.C([C@@H]1[C@H]([C@@H]([C@H]([C@H](O1)O[C@@H]2[C@@H]([C@H]([C@@H]([C@H](O2)CO)O)O)O)O)O)O)O (maltose trehalose). RXN SMILES: [CH2:1]([OH:23])[C@H:2]1[O:7][C@H:6]([O:8][C@H:9]2[C@H:14]([OH:15])[C@@H:13]([OH:16])[C@H:12]([OH:17])[O:11][C@@H:10]2[CH2:18][OH:19])[C@H:5]([OH:20])[C@@H:4]([OH:21])[C@@H:3]1[OH:22]>O>[CH2:1]([OH:23])[C@H:2]1[O:7][C@H:6]([O:8][C@H:9]2[C@H:14]([OH:15])[C@@H:13]([OH:16])[C@H:12]([OH:17])[O:11][C@@H:10]2[CH2:18][OH:19])[C@H:5]([OH:20])[C@@H:4]([OH:21])[C@@H:3]1[OH:22].[CH2:1]([OH:23])[C@H:2]1[O:7][C@H:6]([O:8][C@H:9]2[C@H:14]([OH:15])[C@@H:13]([OH:16])[C@H:12]([OH:17])[O:11][C@@H:10]2[CH2:18][OH:19])[C@H:5]([OH:20])[C@@H:4]([OH:21])[C@@H:3]1[OH:22].[CH2:5]([OH:20])[C@H:6]1[O:7][C@H:9]([O:8][C@H:6]2[O:7][C@H:2]([CH2:1][OH:23])[C@@H:3]([OH:22])[C@H:4]([OH:21])[C@H:5]2[OH:20])[C@H:14]([OH:15])[C@@H:13]([OH:16])[C@@H:12]1[OH:17] |f:3.4|. Reported procedure: Ten parts by weight of maltose commercialized by Hayashibara Biochemical Laboratories, Inc., Okayama, Japan, was dissolved in 40 parts by weight of water, added at 15° C. and pH7.0 to 2 units/g maltose solid of a purified maltose/trehalose conversion enzyme obtained by the method in Experiment 2, reacted for 48 hours and heated at 100° C. for 10 minutes to inactivate the enzyme. The resultant solution contained about 74% trehalose on dry solid basis. The solution was then decolored with activate... Starting materials: BrC=1C=C2C(=NNC(C2=CC1)=O)Cl (6-bromo-4-chloro-2H-phthalazin-1-one), ClC=1C=C(CN)C=C(C1)Cl (3,5-dichlorobenzylamine), C=1C=CC(=CC1)P(C=2C=CC=CC2)C3=CC=C4C=CC=CC4=C3C5=C6C=CC=CC6=CC=C5P(C=7C=CC=CC7)C=8C=CC=CC8 (rac-BINAP), CC(C)(C)[O-].[Na+] (NaOtBu). Reagents/catalysts: C=1C=CC(=CC1)/C=C/C(=O)/C=C/C2=CC=CC=C2.C=1C=CC(=CC1)/C=C/C(=O)/C=C/C2=CC=CC=C2.C=1C=CC(=CC1)/C=C/C(=O)/C=C/C2=CC=CC=C2.[Pd].[Pd] (Pd2(dba)3). Run in CC(=O)N(C)C (DMA), CCOC(=O)C (EtOAc). Product: ClC1=NNC(C2=CC=C(C=C12)NCC1=CC(=CC(=C1)Cl)Cl)=O (4-chloro-6-(3,5-dichloro-benzylamino)-2H-phthalazin-1-one). The yield is 2.3%. Reaction SMILES: Br[C:2]1[CH:3]=[C:4]2[C:9](=[CH:10][CH:11]=1)[C:8](=[O:12])[NH:7][N:6]=[C:5]2[Cl:13].[Cl:14][C:15]1[CH:16]=[C:17]([CH:20]=[C:21]([Cl:23])[CH:22]=1)[CH2:18][NH2:19].C1C=CC(P(C2C(C3C(P(C4C=CC=CC=4)C4C=CC=CC=4)=CC=C4C=3C=CC=C4)=C3C(C=CC=C3)=CC=2)C2C=CC=CC=2)=CC=1.CC([O-])(C)C.[Na+]>CC(N(C)C)=O.CCOC(C)=O.C1C=CC(/C=C/C(/C=C/C2C=CC=CC=2)=O)=CC=1.C1C=CC(/C=C/C(/C=C/C2C=CC=CC=2)=O)=CC=1.C1C=CC(/C=C/C(/C=C/C2C=CC=CC=2)=O)=CC=1.[Pd].[Pd]>[Cl:13][C:5]1[C:4]2[C:9](=[CH:10][CH:11]=[C:2]([NH:19][CH2:18][C:17]3[CH:16]=[C:15]([Cl:14])[CH:22]=[C:21]([Cl:23])[CH:20]=3)[CH:3]=2)[C:8](=[O:12])[NH:7][N:6]=1 |f:3.4,7.8.9.10.11|. Reported procedure: A mixture 6-bromo-4-chloro-2H-phthalazin-1-one (97 mg, 0.374 mmol), 3,5-dichlorobenzylamine (0.057 mL, 0.424 mmol), Pd2(dba)3 (29 mg, 0.032 mmol), rac-BINAP (70 mg, 0.112 mmol) and NaOtBu (104 mg, 1.08 mmol) in DMA (5 mL) was heated at 80° C. for 1.5 h. The mixture was allowed to cool, diluted with EtOAc and washed with water. The organic layer was washed with sat.aq. NaHCO3, brine and dried (Na2SO4). Chromatography on silica (EtOAc/hexanes) afforded 4-chloro-6-(3,5-dichloro-benzylamino)-2H-phth... Starting materials: Nc1cccc(Br)c1, CC(C)O, Clc1ncnc2cccnc12, Cl. Yields the product Brc1cccc(Nc2ncnc3cccnc23)c1. RXN SMILES: [Br:12][c:13]1[cH:14][c:15]([NH2:16])[cH:17][cH:18][cH:19]1.[CH3:21][CH:22]([OH:23])[CH3:24].[Cl:1][c:2]1[c:3]2[c:4]([n:5][cH:6][n:7]1)[cH:8][cH:9][cH:10][n:11]2.[ClH:20]>>[c:2]1([NH:16][c:15]2[cH:14][c:13]([Br:12])[cH:19][cH:18][cH:17]2)[c:3]2[c:4]([n:5][cH:6][n:7]1)[cH:8][cH:9][cH:10][n:11]2. Reactants: O1C(OCC1)COC1=CC=C(C=C1)I (1-[(1,3-Dioxolan-2-yl)methyloxy]-4-iodobenzene), C[Si](C)(C)C#C (trimethylsilylacetylene), dichloride, cuprous iodide, N1=CC=CC=C1 (pyridine). Run in C(C)N(CC)CC (triethylamine). Product: O1C(OCC1)COC1=CC=C(C=C1)C#C (1-[(1,3-Dioxolan-2-yl)methyloxy]-4-ethynylbenzene). The yield is 83.0%. As a reaction SMILES: [O:1]1[CH2:5][CH2:4][O:3][CH:2]1[CH2:6][O:7][C:8]1[CH:13]=[CH:12][C:11](I)=[CH:10][CH:9]=1.C[Si]([C:19]#[CH:20])(C)C.N1C=CC=CC=1>C(N(CC)CC)C>[O:1]1[CH2:5][CH2:4][O:3][CH:2]1[CH2:6][O:7][C:8]1[CH:13]=[CH:12][C:11]([C:19]#[CH:20])=[CH:10][CH:9]=1. Reported procedure: 1-[(1,3-Dioxolan-2-yl)methyloxy]-4-iodobenzene (36.3 g) and trimethylsilylacetylene (50.0 g) were reacted in the presence of bistriphenylphosphinepalladium dichloride (2.50 g) and cuprous iodide (1.25 g), in triethylamine (140 ml) and pyridine (70 ml) at 60° C. for 2 hr. The reaction solution was partitioned between ethyl acetate and water. The resulting organic layer was washed with water, dried and concentrated. The resulting residue was dissolved in methanol and treated with 2N sodium hydroxi... Starting materials: CO, CC1=CC(=O)C(C)=C(C)C1=O, Cl, NO, O. Yields the product CC1=CC(=NO)C(C)=C(C)C1=O. As a reaction SMILES: [CH3:16][OH:17].[CH3:4][C:5]1=[CH:10][C:9](=[O:11])[C:8]([CH3:12])=[C:7]([CH3:13])[C:6]1=[O:14].[ClH:1].[NH2:2][OH:3].[OH2:15]>>[N:2]([OH:3])=[C:9]1[C:8]([CH3:12])=[C:7]([CH3:13])[C:6](=[O:14])[C:5]([CH3:4])=[CH:10]1.